This data is from the Open Reaction Database (ORD), a public repository of structured organic reaction records. The task is: describe an organic reaction: reactants, conditions, products, and yield Reactants: 4,5,6,7-tetrahydromidazo[4,5-c]pyridine, C(C)(C)N(CC)C(C)C (diisopropylethylamine), CN(C)C=O (DMF), C(C)(C)(C)C1=CC=C(CO)C=C1 (4-tert-butylbenzyl alcohol), N1=CC=CC=C1 (pyridine), ClC(=O)OC1=CC=C(C=C1)[N+](=O)[O-] (4-nitrophenyl chloroformate). Solvent: CO (methanol), C(Cl)Cl (DCM), C(Cl)Cl (DCM). Conditions: time 1 hour. The product is C(C(=O)O)(=O)O.C(C)(C)(C)C1=CC=C(COC(=O)N2CC3=C(CC2)NC=N3)C=C1 (4,5,6,7-Tetrahydroimidazo[4,5-c]pyridine-5-carboxylic Acid 4-tert-butylbenzyl Ester Oxalate). As a reaction SMILES: [C:1]([C:5]1[CH:12]=[CH:11][C:8]([CH2:9][OH:10])=[CH:7][CH:6]=1)([CH3:4])([CH3:3])[CH3:2].[N:13]1[CH:18]=CC=CC=1.Cl[C:20]([O:22][C:23]1[CH:28]=[CH:27][C:26]([N+:29]([O-])=O)=[CH:25]C=1)=[O:21].C(N(C(C)C)CC)(C)C.C[N:42]([CH:44]=[O:45])C>C(Cl)Cl.CO>[C:44]([OH:45])(=[O:10])[C:20]([OH:22])=[O:21].[C:1]([C:5]1[CH:6]=[CH:7][C:8]([CH2:9][O:10][C:44]([N:42]2[CH2:23][CH2:28][C:27]3[NH:13][CH:18]=[N:29][C:26]=3[CH2:25]2)=[O:45])=[CH:11][CH:12]=1)([CH3:4])([CH3:2])[CH3:3] |f:7.8|. Reported procedure: To a solution of 4-tert-butylbenzyl alcohol (1.97 g, 12 mmol) in DCM (30 mL) was added pyridine (1.3 mL) and then a solution of 4-nitrophenyl chloroformate (1.57 g, 7.8 mmol) in DCM (20 mL). The mixture was stirred at room temperature for 1 h, concentrated under reduced pressure, and to the residue was added a mixture of of 4,5,6,7-tetrahydromidazo[4,5-c]pyridine (1.5 g, 7 mmol), methanol (3.3 mL), DMF (30 mL), and diisopropylethylamine (4.1 mL). The resulting mixture was stirred at room tempera... Reactants: CI, CCCCCC, CN(C)C=O, [H-], [Na+], Cc1ccc(O)cn1. Yields the product COc1ccc(C)nc1. RXN SMILES: [CH3:11][I:12].[CH3:13][CH2:14][CH2:15][CH2:16][CH2:17][CH3:18].[CH3:19][N:20]([CH3:21])[CH:22]=[O:23].[H-:1].[Na+:2].[OH:3][c:4]1[cH:5][cH:6][c:7]([CH3:10])[n:8][cH:9]1>>[O:3]([c:4]1[cH:5][cH:6][c:7]([CH3:10])[n:8][cH:9]1)[CH3:11]. Reactants: FC1=CC=C(CC2CCN(CC2)CC2(CC(=NO2)C2=CC3=C(NC(O3)=O)C=C2)C(=O)O)C=C1 (5-[4-(4-fluorobenzyl)piperidin-1-ylmethyl]-3-(2-oxo-2,3-dihydrobenzoxazol-6-yl)-4,5-dihydroisoxazole-5-carboxylic acid), O.C1(=CC=C(C=C1)S(=O)(=O)O)C (p-toluenesulfonic acid monohydrate). Solvent: CO (MeOH), C(=O)(C(F)(F)F)O (TFA). Yields the product COC(=O)C1(CC(=NO1)C1=CC2=C(NC(O2)=O)C=C1)CN1CCC(CC1)CC1=CC=C(C=C1)F (5-[4-(4-fluorobenzyl)piperidin-1-ylmethyl]-3-(2-oxo-2,3-dihydrobenzoxazol-6-yl)-4,5-dihydroisoxazole-5-carboxylic acid methyl ester). Isolated yield 31.3%. RXN SMILES: [F:1][C:2]1[CH:33]=[CH:32][C:5]([CH2:6][CH:7]2[CH2:12][CH2:11][N:10]([CH2:13][C:14]3([C:29]([OH:31])=[O:30])[O:18][N:17]=[C:16]([C:19]4[CH:28]=[CH:27][C:22]5[NH:23][C:24](=[O:26])[O:25][C:21]=5[CH:20]=4)[CH2:15]3)[CH2:9][CH2:8]2)=[CH:4][CH:3]=1.O.[C:35]1(C)C=CC(S(O)(=O)=O)=CC=1>CO.C(O)(C(F)(F)F)=O>[CH3:35][O:30][C:29]([C:14]1([CH2:13][N:10]2[CH2:9][CH2:8][CH:7]([CH2:6][C:5]3[CH:32]=[CH:33][C:2]([F:1])=[CH:3][CH:4]=3)[CH2:12][CH2:11]2)[O:18][N:17]=[C:16]([C:19]2[CH:28]=[CH:27][C:22]3[NH:23][C:24](=[O:26])[O:25][C:21]=3[CH:20]=2)[CH2:15]1)=[O:31] |f:1.2|. Reported procedure: To a solution of 5-[4-(4-fluorobenzyl)piperidin-1-ylmethyl]-3-(2-oxo-2,3-dihydrobenzoxazol-6-yl)-4,5-dihydroisoxazole-5-carboxylic acid (687 mg, 0.909 mmol) in MeOH (20 mL) and TFA (1.5 mL) was added p-toluenesulfonic acid monohydrate (190 mg, 0.999 mmol). The reaction mixture was heated to reflux overnight, then concentrated and purified by flash chromatography (silica gel, 5% MeOH in CH2Cl2) to give 5-[4-(4-fluorobenzyl)piperidin-1-ylmethyl]-3-(2-oxo-2,3-dihydrobenzoxazol-6-yl)-4,5-dihydroisox... Reactants: ClC1=NC=CC(=N1)NC1=CC(=NN1)C1CC1 (2-Chloro-N-(3-cyclopropyl-1H-pyrazol-5-yl)pyrimidin-4-amine), O1C(CCCC1)N1N=CC2=C(C=CC=C12)CN ((1-(tetrahydro-2H-pyran-2-yl)-1H-indazol-4-yl) methanamine), CCN(C(C)C)C(C)C (DIPEA). Solvent: CC(C)O (IPA). Reaction conditions: temperature 120 celsius. The product is C1(CC1)C1=CC(=NN1)NC1=NC(=NC=C1)NCC1=C2C=NN(C2=CC=C1)C1OCCCC1 (N4-(5-cyclopropyl-1H-pyrazol-3-yl)-N2-((1-(tetrahydro-2H-pyran-2-yl)-1H-indazol-4-yl)methyl)pyrimidine-2,4-diamine). The yield is 94.8%. As a reaction SMILES: Cl[C:2]1[N:7]=[C:6]([NH:8][C:9]2[NH:13][N:12]=[C:11]([CH:14]3[CH2:16][CH2:15]3)[CH:10]=2)[CH:5]=[CH:4][N:3]=1.[O:17]1[CH2:22][CH2:21][CH2:20][CH2:19][CH:18]1[N:23]1[C:31]2[C:26](=[C:27]([CH2:32][NH2:33])[CH:28]=[CH:29][CH:30]=2)[CH:25]=[N:24]1.CCN(C(C)C)C(C)C>CC(O)C>[CH:14]1([C:11]2[NH:12][N:13]=[C:9]([NH:8][C:6]3[CH:5]=[CH:4][N:3]=[C:2]([NH:33][CH2:32][C:27]4[CH:28]=[CH:29][CH:30]=[C:31]5[C:26]=4[CH:25]=[N:24][N:23]5[CH:18]4[CH2:19][CH2:20][CH2:21][CH2:22][O:17]4)[N:7]=3)[CH:10]=2)[CH2:16][CH2:15]1. Reported procedure: A tube was charged with 53 (350 mg, 1.47 mmol), 199 (340 mg, 1.47 mmol), and DIPEA (5 mL) in IPA (10 mL), degassed, sealed and heated at 120° C. for 48 h. The solvent was evaporated in vacuo. The crude product was purified by SiO2 chromatography to afford 600 mg (94%) of N4-(5-cyclopropyl-1H-pyrazol-3-yl)-N2-((1-(tetrahydro-2H-pyran-2-yl)-1H-indazol-4-yl)methyl)pyrimidine-2,4-diamine (200) as yellow solid: MS (ESI) m/z=431.2 [M+1]+. Reactants: CS(C)=O, CC#N, Cc1ccccc1-c1cccc(C(=O)N2Cc3ccc(C(=O)C(Cl)(Cl)Cl)n3Cc3ccccc32)c1, NCc1cccnc1. The product is Cc1ccccc1-c1cccc(C(=O)N2Cc3ccc(C(=O)NCc4cccnc4)n3Cc3ccccc32)c1. As a reaction SMILES: [CH3:36][S:37](=[O:38])[CH3:39].[CH3:48][C:49]#[N:50].[Cl:1][C:2]([C:3](=[O:4])[c:5]1[cH:6][cH:7][c:8]2[n:14]1[CH2:13][c:12]1[c:11]([cH:18][cH:17][cH:16][cH:15]1)[N:10]([C:19](=[O:20])[c:21]1[cH:22][c:23](-[c:27]3[c:28]([CH3:33])[cH:29][cH:30][cH:31][cH:32]3)[cH:24][cH:25][cH:26]1)[CH2:9]2)([Cl:34])[Cl:35].[NH2:40][CH2:41][c:42]1[cH:43][n:44][cH:45][cH:46][cH:47]1>>[C:3](=[O:4])([c:5]1[cH:6][cH:7][c:8]2[n:14]1[CH2:13][c:12]1[c:11]([cH:18][cH:17][cH:16][cH:15]1)[N:10]([C:19](=[O:20])[c:21]1[cH:22][c:23](-[c:27]3[c:28]([CH3:33])[cH:29][cH:30][cH:31][cH:32]3)[cH:24][cH:25][cH:26]1)[CH2:9]2)[NH:40][CH2:41][c:42]1[cH:43][n:44][cH:45][cH:46][cH:47]1. The reactants are O(C1=CC=CC=C1)C1=C(C=CC=C1)CC(=O)O (2-phenoxyphenylacetic acid), S(O)(O)(=O)=O (sulphuric acid), CO (methanol), O (water). The product is O(C1=CC=CC=C1)C1=C(C=CC=C1)CC(=O)OC (methyl 2-phenoxyphenylacetate). The yield is 91.0%. RXN SMILES: [O:1]([C:8]1[CH:13]=[CH:12][CH:11]=[CH:10][C:9]=1[CH2:14][C:15]([OH:17])=[O:16])[C:2]1[CH:7]=[CH:6][CH:5]=[CH:4][CH:3]=1.S(=O)(=O)(O)O.O.[CH3:24]O>>[O:1]([C:8]1[CH:13]=[CH:12][CH:11]=[CH:10][C:9]=1[CH2:14][C:15]([O:17][CH3:24])=[O:16])[C:2]1[CH:3]=[CH:4][CH:5]=[CH:6][CH:7]=1. Procedure: A solution of 2-phenoxyphenylacetic acid (2.75 g) in dry methanol (30 ml) containing concentrated sulphuric acid (0.3 ml) was heated under reflux for 2 hours then allowed to cool, poured into water and extracted with ether. The extracts were washed with water, dried and concentrated under reduced pressure to give methyl 2-phenoxyphenylacetate (2.65 g, 91%) as a pale yellow oil.